From a dataset of the Open Reaction Database (ORD), a public repository of structured organic reaction records. describe an organic reaction: reactants, conditions, products, and yield Starting materials: C(C1=CC=CC=C1)OC([C@H]1N(CCC1)C([C@@H](N)CC1=CNC=N1)=O)=O (L-histidyl-L-proline benzyl ester), compound ( 2 ), O.CO (water methanol), C=1C=CC2=C(C1)N=NN2O (HOBT), C1CCC(CC1)N=C=NC2CCCCC2 (DCC). Run in ClCCl (dichloromethane), ClCCl (dichloromethane). Product: C(C1=CC=CC=C1)OC([C@H]1N(CCC1)C([C@@H](NC(=O)[C@@H]1CC(N1)=O)CC1=CNC=N1)=O)=O (Nα -[(S)-2-azetidinone-4-carbonyl]-L-histidyl-L-proline benzyl ester). Reaction SMILES: [CH:1]1C=C[C:4]2N(O)N=[N:7][C:5]=2[CH:6]=1.C1CCC(N=C=NC2CCCCC2)CC1.[CH2:26]([O:33][C:34](=[O:50])[C@@H:35]1[CH2:39][CH2:38][CH2:37][N:36]1[C:40](=[O:49])[C@H:41]([CH2:43][C:44]1[N:48]=[CH:47][NH:46][CH:45]=1)[NH2:42])[C:27]1[CH:32]=[CH:31][CH:30]=[CH:29][CH:28]=1.[OH2:51].C[OH:53]>ClCCl>[CH2:26]([O:33][C:34](=[O:50])[C@@H:35]1[CH2:39][CH2:38][CH2:37][N:36]1[C:40](=[O:49])[C@H:41]([CH2:43][C:44]1[N:48]=[CH:47][NH:46][CH:45]=1)[NH:42][C:4]([C@H:5]1[NH:7][C:1](=[O:53])[CH2:6]1)=[O:51])[C:27]1[CH:28]=[CH:29][CH:30]=[CH:31][CH:32]=1 |f:3.4|. Procedure details: In 30 ml of dichloromethane was suspended 455 mg of compound (2) and after adding thereto 801 mg of HOBT and 1.059 g of DCC and stirring the mixture for 15 minutes, the reaction was maintained for 15 minutes at room temperature. The reaction mixture was ice-cooled again and then 50 ml of a dichloromethane solution of foregoing compound (11) was added to the reaction mixture. After reacting the mixture for one hour under ice-cooling, the reaction was maintained overnight at room temperature. Prec... The reactants are Cc1cccc(-c2[nH]c(Cc3ccc(F)c(C#N)c3)nc2-c2ccc3ncccc3c2)n1, [Na+], [OH-], O, O=S(=O)(O)O. Yields the product Cc1cccc(-c2[nH]c(Cc3ccc(F)c(C(=O)O)c3)nc2-c2ccc3ncccc3c2)n1. As a reaction SMILES: [F:1][c:2]1[c:3]([C:4]#[N:5])[cH:6][c:7]([CH2:10][c:11]2[nH:12][c:13](-[c:26]3[n:27][c:28]([CH3:32])[cH:29][cH:30][cH:31]3)[c:14](-[c:16]3[cH:17][c:18]4[cH:19][cH:20][cH:21][n:22][c:23]4[cH:24][cH:25]3)[n:15]2)[cH:8][cH:9]1.[Na+:39].[OH-:38].[OH2:40].[S:33]([OH:34])(=[O:35])(=[O:36])[OH:37]>>[F:1][c:2]1[c:3]([C:4]([OH:34])=[O:38])[cH:6][c:7]([CH2:10][c:11]2[nH:12][c:13](-[c:26]3[n:27][c:28]([CH3:32])[cH:29][cH:30][cH:31]3)[c:14](-[c:16]3[cH:17][c:18]4[cH:19][cH:20][cH:21][n:22][c:23]4[cH:24][cH:25]3)[n:15]2)[cH:8][cH:9]1. The reactants are CC(=O)O, CO, CCCc1nc(Oc2ccc(Cl)cc2)ccc1-c1noc2cc(Cl)c(OC(C)C(=O)OC)cc12, [Na+], [OH-]. Product: CCCc1nc(Oc2ccc(Cl)cc2)ccc1-c1noc2cc(Cl)c(OC(C)C(=O)O)cc12. Reaction SMILES: [CH3:37][C:38](=[O:39])[OH:40].[CH3:41][OH:42].[Cl:1][c:2]1[cH:3][c:4]2[c:5]([c:6](-[c:9]3[c:10]([CH2:23][CH2:24][CH3:25])[n:11][c:12]([O:15][c:16]4[cH:17][cH:18][c:19]([Cl:22])[cH:20][cH:21]4)[cH:13][cH:14]3)[n:7][o:8]2)[cH:26][c:27]1[O:28][CH:29]([C:30](=[O:31])[O:32][CH3:33])[CH3:34].[Na+:36].[OH-:35]>>[Cl:1][c:2]1[cH:3][c:4]2[c:5]([c:6](-[c:9]3[c:10]([CH2:23][CH2:24][CH3:25])[n:11][c:12]([O:15][c:16]4[cH:17][cH:18][c:19]([Cl:22])[cH:20][cH:21]4)[cH:13][cH:14]3)[n:7][o:8]2)[cH:26][c:27]1[O:28][CH:29]([C:30](=[O:31])[OH:32])[CH3:34]. Reactants: CO, CCCCCC, CC(=O)Cl, CCOc1cc(C(CC(=O)O)N2Cc3ccccc3C2=O)ccc1OC. Yields the product CCOc1cc(C(CC(=O)OC)N2Cc3ccccc3C2=O)ccc1OC. As a reaction SMILES: [CH3:1][OH:2].[CH3:33][CH2:34][CH2:35][CH2:36][CH2:37][CH3:38].[CH3:3][C:4](=[O:5])[Cl:6].[O:7]=[C:8]1[N:9]([CH:17]([CH2:18][C:19](=[O:20])[OH:21])[c:22]2[cH:23][c:24]([O:30][CH2:31][CH3:32])[c:25]([O:28][CH3:29])[cH:26][cH:27]2)[CH2:10][c:11]2[cH:12][cH:13][cH:14][cH:15][c:16]21>>[CH3:3][O:21][C:19]([CH2:18][CH:17]([N:9]1[C:8](=[O:7])[c:16]2[c:11]([cH:12][cH:13][cH:14][cH:15]2)[CH2:10]1)[c:22]1[cH:23][c:24]([O:30][CH2:31][CH3:32])[c:25]([O:28][CH3:29])[cH:26][cH:27]1)=[O:20]. Product: CCOC(=O)c1noc2cc(O)ccc12. The reactants are [Cu+2], O=[N+]([O-])[O-], O=[N+]([O-])[O-], O=N[O-], CCOC(=O)c1noc2cc(N)ccc12, [Na+], O, O=S(=O)(O)O. Reaction SMILES: [Cu+2:30].[N+:26]([O-:27])([O-:28])=[O:29].[N+:31]([O-:32])([O-:33])=[O:34].[N:16](=[O:17])[O-:18].[NH2:1][c:2]1[cH:3][c:4]2[c:5]([c:6]([C:9](=[O:10])[O:11][CH2:12][CH3:13])[n:7][o:8]2)[cH:14][cH:15]1.[Na+:19].[OH2:25].[S:20](=[O:21])(=[O:22])([OH:23])[OH:24]>>[c:2]1([OH:17])[cH:3][c:4]2[c:5]([c:6]([C:9](=[O:10])[O:11][CH2:12][CH3:13])[n:7][o:8]2)[cH:14][cH:15]1. Starting materials: C1(=CC=CC=C1)S(=O)(=O)C1=C(C=C2C(CN(C2=C1)[Si](C(C)C)(C(C)C)C(C)C)(C)C)F (6-Benzenesulfonyl-5-fluoro-3,3-dimethyl-1-triisopropylsilanyl-2,3-dihydro-1H-indole), CCCC[N+](CCCC)(CCCC)CCCC.[F-] (TBAF). The solvent is C1CCOC1 (THF). Reaction conditions: time 1.5 hour. Product: C1(=CC=CC=C1)S(=O)(=O)C1=C(C=C2C(CNC2=C1)(C)C)F (6-Benzenesulfonyl-5-fluoro-3,3-dimethyl-2,3-dihydro-1H-indole). Yield: 85.6%. As a reaction SMILES: [C:1]1([S:7]([C:10]2[CH:18]=[C:17]3[C:13]([C:14]([CH3:30])([CH3:29])[CH2:15][N:16]3[Si](C(C)C)(C(C)C)C(C)C)=[CH:12][C:11]=2[F:31])(=[O:9])=[O:8])[CH:6]=[CH:5][CH:4]=[CH:3][CH:2]=1.CCCC[N+](CCCC)(CCCC)CCCC.[F-]>C1COCC1>[C:1]1([S:7]([C:10]2[CH:18]=[C:17]3[C:13]([C:14]([CH3:29])([CH3:30])[CH2:15][NH:16]3)=[CH:12][C:11]=2[F:31])(=[O:9])=[O:8])[CH:2]=[CH:3][CH:4]=[CH:5][CH:6]=1 |f:1.2|. Reported procedure: 6-Benzenesulfonyl-5-fluoro-3,3-dimethyl-1-triisopropylsilanyl-2,3-dihydro-1H-indole (1.43 mg, 3.1 mmol) was treated with TBAF (1M solution in THF, 4.0 mL) in dry THF (20 mL) and the resulting solution stirred at room temperature for 1.5 hours. The reaction was quenched with saturated aqueous NH4Cl and extracted with EtOAc. The crude material was purified by chromatography (petrol:EtOAc 1:1) to give the title compound (810 mg) as a colourless oil. MS: [M+H]+=306. The reactants are c1ccc2c(c1)CCCC2, Cc1nc(N)c(C(=O)O)nc1-c1ccc(Br)cc1, [Na+], [OH-], OCCO. The product is Cc1nc(N)cnc1-c1ccc(Br)cc1. Reaction SMILES: [CH2:25]1[c:26]2[c:27]([cH:28][cH:29][cH:30][cH:31]2)[CH2:32][CH2:33][CH2:34]1.[NH2:5][c:6]1[n:7][c:8]([CH3:22])[c:9](-[c:15]2[cH:16][cH:17][c:18]([Br:21])[cH:19][cH:20]2)[n:10][c:11]1[C:12]([OH:13])=[O:14].[Na+:24].[OH-:23].[OH:1][CH2:2][CH2:3][OH:4]>>[NH2:5][c:6]1[n:7][c:8]([CH3:22])[c:9](-[c:15]2[cH:16][cH:17][c:18]([Br:21])[cH:19][cH:20]2)[n:10][cH:11]1.